From a dataset of the Open Reaction Database (ORD), a public repository of structured organic reaction records. describe an organic reaction: reactants, conditions, products, and yield The reactants are O=C(O)C(F)(F)F, CCOC(=O)C=Cc1ccc2c(c1)nc(N)c1ncc(CCc3ccc(OC)cc3C)cc12. Yields the product COc1ccc(CCc2cnc3c(N)nc4cc(C=CC(=O)O)ccc4c3c2)c(C)c1. Reaction SMILES: [F:34][C:35]([F:36])([F:37])[C:38]([OH:39])=[O:40].[NH2:1][c:2]1[n:3][c:4]2[c:5]([c:6]3[cH:7][c:8]([CH2:12][CH2:13][c:14]4[c:15]([CH3:22])[cH:16][c:17]([O:20][CH3:21])[cH:18][cH:19]4)[cH:9][n:10][c:11]13)[cH:23][cH:24][c:25]([CH:27]=[CH:28][C:29](=[O:30])[O:31][CH2:32][CH3:33])[cH:26]2>>[NH2:1][c:2]1[n:3][c:4]2[c:5]([c:6]3[cH:7][c:8]([CH2:12][CH2:13][c:14]4[c:15]([CH3:22])[cH:16][c:17]([O:20][CH3:21])[cH:18][cH:19]4)[cH:9][n:10][c:11]13)[cH:23][cH:24][c:25]([CH:27]=[CH:28][C:29](=[O:30])[OH:31])[cH:26]2. Reactants: [Br-], COc1ccc(CCNC(=O)C(=CO)c2ccc(C)cc2)cc1OC, CCCC[N+](CCCC)(CCCC)CCCC, COCCOC, FC(F)Cl, [K+], [OH-]. Yields the product COc1ccc(CCNC(=O)C(=COC(F)F)c2ccc(C)cc2)cc1OC. RXN SMILES: [Br-:32].[CH3:1][O:2][c:3]1[cH:4][c:5]([CH2:11][CH2:12][NH:13][C:14]([C:15](=[CH:16][OH:17])[c:18]2[cH:19][cH:20][c:21]([CH3:24])[cH:22][cH:23]2)=[O:25])[cH:6][cH:7][c:8]1[O:9][CH3:10].[CH3:33][CH2:34][CH2:35][CH2:36][N+:37]([CH2:38][CH2:39][CH2:40][CH3:41])([CH2:42][CH2:43][CH2:44][CH3:45])[CH2:46][CH2:47][CH2:48][CH3:49].[CH3:50][O:51][CH2:52][CH2:53][O:54][CH3:55].[Cl:28][CH:29]([F:30])[F:31].[K+:27].[OH-:26]>>[CH3:1][O:2][c:3]1[cH:4][c:5]([CH2:11][CH2:12][NH:13][C:14]([C:15](=[CH:16][O:17][CH:29]([F:30])[F:31])[c:18]2[cH:19][cH:20][c:21]([CH3:24])[cH:22][cH:23]2)=[O:25])[cH:6][cH:7][c:8]1[O:9][CH3:10].